Dataset: the Open Reaction Database (ORD), a public repository of structured organic reaction records. Task: describe an organic reaction: reactants, conditions, products, and yield Reactants: CN1CCNCC1, O=C(O)c1ccc(-c2cnc3c(c2)N(Cc2c(F)ccc(F)c2Cl)C(=O)CN3)cc1. Yields the product CN1CCN(C(=O)c2ccc(-c3cnc4c(c3)N(Cc3c(F)ccc(F)c3Cl)C(=O)CN4)cc2)CC1. Reaction SMILES: [CH3:31][N:32]1[CH2:33][CH2:34][NH:35][CH2:36][CH2:37]1.[Cl:1][c:2]1[c:3]([CH2:4][N:5]2[c:6]3[c:7]([n:12][cH:13][c:14](-[c:16]4[cH:17][cH:18][c:19]([C:20](=[O:21])[OH:22])[cH:23][cH:24]4)[cH:15]3)[NH:8][CH2:9][C:10]2=[O:11])[c:25]([F:30])[cH:26][cH:27][c:28]1[F:29]>>[Cl:1][c:2]1[c:3]([CH2:4][N:5]2[c:6]3[c:7]([n:12][cH:13][c:14](-[c:16]4[cH:17][cH:18][c:19]([C:20](=[O:22])[N:35]5[CH2:34][CH2:33][N:32]([CH3:31])[CH2:37][CH2:36]5)[cH:23][cH:24]4)[cH:15]3)[NH:8][CH2:9][C:10]2=[O:11])[c:25]([F:30])[cH:26][cH:27][c:28]1[F:29]. The reactants are O (H2O), C1(=CC=CC=C1)N1N=C(C=C1C(=O)O)C(F)(F)F (1-phenyl-3-(trifluoromethyl)-1H-pyrazole-5-carboxylic acid), CCOC(=O)C (AcOEt), S(=O)(Cl)Cl (thionyl chloride). Solvent: CO (MeOH). Conditions: temperature 0 celsius. The product is C1(=CC=CC=C1)N1N=C(C=C1C(=O)OC)C(F)(F)F (methyl 1-phenyl-3-(trifluoromethyl)-1H-pyrazole-5-carboxylate). RXN SMILES: [C:1]1([N:7]2[C:11]([C:12]([OH:14])=[O:13])=[CH:10][C:9]([C:15]([F:18])([F:17])[F:16])=[N:8]2)[CH:6]=[CH:5][CH:4]=[CH:3][CH:2]=1.S(Cl)(Cl)=O.[CH3:23]COC(C)=O.O>CO>[C:1]1([N:7]2[C:11]([C:12]([O:14][CH3:23])=[O:13])=[CH:10][C:9]([C:15]([F:17])([F:18])[F:16])=[N:8]2)[CH:2]=[CH:3][CH:4]=[CH:5][CH:6]=1. Reported procedure: Intermediate 7 (1.55 g, 6.0 mmol) was dissolved in MeOH (15 ml), cooled to 0° C. and thionyl chloride (1.3 ml, 18.2 mmol) was added. Reaction mixture was heated to 60° C. for overnight. Work up (AcOEt:H2O) followed by evaporation on high vacuum obtained the title compound as an yellow solid. 1H-NMR (δ ppm, CDCl3, 400 MHz): 7.51-7.47 (m, 3H), 7.46-7.41 (m, 2H), 7.50 (s, 1H), 3.82 (s, 3H). Starting materials: ClCCl, CCOC(C)=O, CCCc1c(Cc2ccc(-c3ccccc3-c3noc(=O)[nH]3)cc2)c(=O)n(C2CCC(OCC(O)C3CC3)CC2)c2ccnn12, [Na+], [Na+], O, O=S([O-])([O-])=S. Product: CCCc1c(Cc2ccc(-c3ccccc3-c3noc(=O)[nH]3)cc2)c(=O)n(C2CCC(OCC(=O)C3CC3)CC2)c2ccnn12. As a reaction SMILES: [CH2:60]([Cl:61])[Cl:62].[CH3:46][CH2:47][O:48][C:49](=[O:50])[CH3:51].[CH:1]1([CH:4]([CH2:5][O:6][CH:7]2[CH2:8][CH2:9][CH:10]([n:13]3[c:14]4[n:15]([c:16]([CH2:39][CH2:40][CH3:41])[c:17]([CH2:20][c:21]5[cH:22][cH:23][c:24](-[c:27]6[c:28](-[c:33]7[n:34][o:35][c:36](=[O:38])[nH:37]7)[cH:29][cH:30][cH:31][cH:32]6)[cH:25][cH:26]5)[c:18]3=[O:19])[n:42][cH:43][cH:44]4)[CH2:11][CH2:12]2)[OH:45])[CH2:2][CH2:3]1.[Na+:58].[Na+:59].[OH2:52].[S:53]([O-:54])([O-:55])(=[O:56])=[S:57]>>[CH:1]1([C:4]([CH2:5][O:6][CH:7]2[CH2:8][CH2:9][CH:10]([n:13]3[c:14]4[n:15]([c:16]([CH2:39][CH2:40][CH3:41])[c:17]([CH2:20][c:21]5[cH:22][cH:23][c:24](-[c:27]6[c:28](-[c:33]7[n:34][o:35][c:36](=[O:38])[nH:37]7)[cH:29][cH:30][cH:31][cH:32]6)[cH:25][cH:26]5)[c:18]3=[O:19])[n:42][cH:43][cH:44]4)[CH2:11][CH2:12]2)=[O:45])[CH2:2][CH2:3]1. The reactants are solid, FC1=CC(=C(C2=C1N=C(S2)SC)F)CNC2=NC=CC=C2N (N2-((4,7-difluoro-2-(methylthio)benzo[d]thiazol-6-yl)methyl)pyridine-2,3-diamine), BrC=1C=C(C(=CC1OC)NCC1=CC2=C(N=C(S2)SC)C=C1)N (4-bromo-5-methoxy-N1-((2-(methylthio)benzo[d]thiazol-6-yl)methyl)benzene-1,2-diamine). Product: N1=CN(C2=NC=CC=C21)CC2=C(C1=C(N=C(S1)SC)C(=C2)F)F (6-((3H-Imidazo[4,5-b]pyridin-3-yl)methyl)-4,7-difluoro-2-(methylthio)benzo[d]thiazole). Reaction SMILES: [F:1][C:2]1[C:7]2[N:8]=[C:9]([S:11][CH3:12])[S:10][C:6]=2[C:5]([F:13])=[C:4]([CH2:14][NH:15][C:16]2[C:21]([NH2:22])=[CH:20][CH:19]=[CH:18][N:17]=2)[CH:3]=1.Br[C:24]1C=C(N)C(NCC2C=CC3N=C(SC)SC=3C=2)=CC=1OC>>[N:22]1[C:21]2[C:16](=[N:17][CH:18]=[CH:19][CH:20]=2)[N:15]([CH2:14][C:4]2[CH:3]=[C:2]([F:1])[C:7]3[N:8]=[C:9]([S:11][CH3:12])[S:10][C:6]=3[C:5]=2[F:13])[CH:24]=1. Procedure: 6-((3H-Imidazo[4,5-b]pyridin-3-yl)methyl)-4,7-difluoro-2-(methylthio)benzo[d]thiazole was synthesized as a orange solid (220 mg) using a procedure analogous to that described in Step 3 of Example 41, substituting N2-((4,7-difluoro-2-(methylthio)benzo[d]thiazol-6-yl)methyl)pyridine-2,3-diamine from the previous step for 4-bromo-5-methoxy-N1-((2-(methylthio)benzo[d]thiazol-6-yl)methyl)benzene-1,2-diamine used in Example 41. LCMS (ESI) m/z 349 (M+H)+.